Task: describe an organic reaction: reactants, conditions, products, and yield. Dataset: the Open Reaction Database (ORD), a public repository of structured organic reaction records The reactants are C(#N)C1=C(N=C(N(C1=O)C1=CC=C(C=C1)SC)C1=CC=C(C=C1)F)SC (5-cyano-2-(4-fluorophenyl)-1-[4-(methylthio)phenyl)-4-(methylthio)-6-oxo-1,6-dihydropyrimidine), CN (methylamine). Solvent: C(C)O (ethanol). Yields the product C(#N)C1=C(N=C(N(C1=O)C1=CC=C(C=C1)SC)C1=CC=C(C=C1)F)NC (5-cyano-2-(4-fluorophenyl)-4-(methylamino)-1-[4-(methylthio)phenyl]-6-oxo-1,6-dihydropyrimidine). Isolated yield 42.0%. As a reaction SMILES: [C:1]([C:3]1[C:8](=[O:9])[N:7]([C:10]2[CH:15]=[CH:14][C:13]([S:16][CH3:17])=[CH:12][CH:11]=2)[C:6]([C:18]2[CH:23]=[CH:22][C:21]([F:24])=[CH:20][CH:19]=2)=[N:5][C:4]=1SC)#[N:2].[CH3:27][NH2:28]>C(O)C>[C:1]([C:3]1[C:8](=[O:9])[N:7]([C:10]2[CH:11]=[CH:12][C:13]([S:16][CH3:17])=[CH:14][CH:15]=2)[C:6]([C:18]2[CH:23]=[CH:22][C:21]([F:24])=[CH:20][CH:19]=2)=[N:5][C:4]=1[NH:28][CH3:27])#[N:2]. Procedure details: The title compound was prepared from 5-cyano-2-(4-fluorophenyl)-1-[4-(methylthio)phenyl)-4-(methylthio)-6-oxo-1,6-dihydropyrimidine (1 g, 2.6 mmol, prepared according to the procedure disclosed in example 2) in ethanol (10 ml) with methylamine (0.16 g, 5 mmol) was refluxed for 2 hr. Then the reaction mass poured on to ice and the resulted solid filtered, washed thoroughly with water. The solid thus obtained was purified by column chromatography using ethyl acetate and hexane mixture as eluent to... Reactants: Cc1cc(C)c(CNC(=O)c2cc(Br)cc(N(C)C3CCOCC3)c2C)c(=O)[nH]1, O=C([O-])[O-], O=Cc1ccc(B(O)O)cn1, [Na+], [Na+], C1COCCO1, O, O, c1ccc(P(c2ccccc2)(c2ccccc2)[Pd](P(c2ccccc2)(c2ccccc2)c2ccccc2)(P(c2ccccc2)(c2ccccc2)c2ccccc2)P(c2ccccc2)(c2ccccc2)c2ccccc2)cc1. Product: Cc1cc(C)c(CNC(=O)c2cc(-c3ccc(C=O)nc3)cc(N(C)C3CCOCC3)c2C)c(=O)[nH]1. RXN SMILES: [Br:1][c:2]1[cH:3][c:4]([N:22]([CH:23]2[CH2:24][CH2:25][O:26][CH2:27][CH2:28]2)[CH3:29])[c:5]([CH3:21])[c:6]([C:7](=[O:8])[NH:9][CH2:10][c:11]2[c:12](=[O:19])[nH:13][c:14]([CH3:18])[cH:15][c:16]2[CH3:17])[cH:20]1.[C:41](=[O:42])([O-:43])[O-:44].[CH:30](=[O:31])[c:32]1[cH:33][cH:34][c:35]([B:38]([OH:39])[OH:40])[cH:36][n:37]1.[Na+:45].[Na+:46].[O:48]1[CH2:49][CH2:50][O:51][CH2:52][CH2:53]1.[OH2:47].[OH2:54].[cH:55]1[cH:56][cH:57][c:58]([P:59]([Pd:60]([P:61]([c:62]2[cH:63][cH:64][cH:65][cH:66][cH:67]2)([c:68]2[cH:69][cH:70][cH:71][cH:72][cH:73]2)[c:74]2[cH:75][cH:76][cH:77][cH:78][cH:79]2)([P:80]([c:81]2[cH:82][cH:83][cH:84][cH:85][cH:86]2)([c:87]2[cH:88][cH:89][cH:90][cH:91][cH:92]2)[c:93]2[cH:94][cH:95][cH:96][cH:97][cH:98]2)[P:99]([c:100]2[cH:101][cH:102][cH:103][cH:104][cH:105]2)([c:106]2[cH:107][cH:108][cH:109][cH:110][cH:111]2)[c:112]2[cH:113][cH:114][cH:115][cH:116][cH:117]2)([c:118]2[cH:119][cH:120][cH:121][cH:122][cH:123]2)[c:124]2[cH:125][cH:126][cH:127][cH:128][cH:129]2)[cH:130][cH:131]1>>[c:2]1(-[c:35]2[cH:34][cH:33][c:32]([CH:30]=[O:31])[n:37][cH:36]2)[cH:3][c:4]([N:22]([CH:23]2[CH2:24][CH2:25][O:26][CH2:27][CH2:28]2)[CH3:29])[c:5]([CH3:21])[c:6]([C:7](=[O:8])[NH:9][CH2:10][c:11]2[c:12](=[O:19])[nH:13][c:14]([CH3:18])[cH:15][c:16]2[CH3:17])[cH:20]1. Reactants: C(C)(C)N(C(C)C)CC (N,N-diisopropylethylamine), COC=1C=C(C=C(C1OC)OC)NC=1N=CC2=C(N1)CCNC2 (N-(3,4,5-trimethoxyphenyl)-5,6,7,8-tetrahydropyrido[4,3-d]pyrimidin-2-amine), Intermediate 1, Cl.C(C1=CC=NC=C1)(=O)Cl (isonicotinoyl chloride hydrochloride), Cl.C(C1=CC=NC=C1)(=O)Cl (isonicotinoyl chloride hydrochloride). Run in C1CCOC1 (THF). Run at time 3 hour. The product is C(C1=CC=NC=C1)(=O)N1CC2=C(N=C(N=C2)NC2=CC(=C(C(=C2)OC)OC)OC)CC1 (6-isonicotinoyl-N-(3,4,5-trimethoxyphenyl)-5,6,7,8-tetrahydropyrido[4,3-d]pyrimidin-2-amine). The yield is 91.0%. As a reaction SMILES: [CH3:1][O:2][C:3]1[CH:4]=[C:5]([NH:13][C:14]2[N:15]=[CH:16][C:17]3[CH2:23][NH:22][CH2:21][CH2:20][C:18]=3[N:19]=2)[CH:6]=[C:7]([O:11][CH3:12])[C:8]=1[O:9][CH3:10].Cl.[C:25](Cl)(=[O:32])[C:26]1[CH:31]=[CH:30][N:29]=[CH:28][CH:27]=1.C(N(CC)C(C)C)(C)C>C1COCC1>[C:25]([N:22]1[CH2:21][CH2:20][C:18]2[N:19]=[C:14]([NH:13][C:5]3[CH:6]=[C:7]([O:11][CH3:12])[C:8]([O:9][CH3:10])=[C:3]([O:2][CH3:1])[CH:4]=3)[N:15]=[CH:16][C:17]=2[CH2:23]1)(=[O:32])[C:26]1[CH:31]=[CH:30][N:29]=[CH:28][CH:27]=1 |f:1.2|. Reported procedure: To a mixture of N-(3,4,5-trimethoxyphenyl)-5,6,7,8-tetrahydropyrido[4,3-d]pyrimidin-2-amine, Intermediate 1 (94.8 mg, 0.30 mmol) and isonicotinoyl chloride hydrochloride (56.1 mg, 0.32 mmol) in THF (2.0 mL) at room temperature was added N,N-diisopropylethylamine (0.157 mL, 0.90 mmol). After stirring for 3 hours at room temperature, an additional 21 mg of isonicotinoyl chloride hydrochloride was added and the reaction continued for 17 hours. The reaction was quenched with H2O, then treated with a... Run in CCOC(=O)C (EtOAc). Reactants: BrC1=CC=C(C(=O)OC)C=C1 (methyl 4-bromobenzoate), NiBr2, C1(=CC=CC=C1)P(OC)OC (PhP(OMe)2). Product: COP(=O)(C1=CC=CC=C1)C1=CC=C(C(=O)OC)C=C1 (Methyl 4-[methoxy(phenyl)phosphoryl]benzoate). Reaction conditions: temperature 160 celsius. Procedure: From a related procedure (Helv. Chim. Acta, 2004, 87, 825) a mixture of methyl 4-bromobenzoate (676 mg, 3.14 mmol), anhydrous NiBr2 (34.3 mg, 0.157 mmol), and PhP(OMe)2 (0.500 mL, 3.14 mmol) was added to a pressure vessel and heated to 160° C. (oil bath temperature) for 2 h. The reaction was cooled, diluted with EtOAc and washed with water (3×), brine, dried (MgSO4) and concentrated to afford ˜800 mg of a clear, colorless oil that solidified upon standing. The product was purified by MPLC (15-50... RXN SMILES: Br[C:2]1[CH:11]=[CH:10][C:5]([C:6]([O:8][CH3:9])=[O:7])=[CH:4][CH:3]=1.[C:12]1([P:18]([O:21]C)[O:19][CH3:20])[CH:17]=[CH:16][CH:15]=[CH:14][CH:13]=1>CCOC(C)=O>[CH3:20][O:19][P:18]([C:2]1[CH:11]=[CH:10][C:5]([C:6]([O:8][CH3:9])=[O:7])=[CH:4][CH:3]=1)([C:12]1[CH:17]=[CH:16][CH:15]=[CH:14][CH:13]=1)=[O:21]. Starting materials: ClC=1C=CC(=NC1)C(=O)O (5-chloro-picolinic acid), NC=1C=C(C(N(C1)C)=O)[C@]1(N=C(O[C@@H](C1)C(F)(F)F)N)C (5-amino-3-((4S,6S)-2-amino-4-methyl-6-(trifluoromethyl)-5,6-dihydro-4H-1,3-oxazin-4-yl)-1-methylpyridin-2(1H)-one). Yields the product NC=1O[C@@H](C[C@@](N1)(C)C1=CC(=CN(C1=O)C)NC(C1=NC=C(C=C1)Cl)=O)C(F)(F)F (N-(5-((4S,6S)-2-amino-4-methyl-6-(trifluoromethyl)-5,6-dihydro-4H-1,3-oxazin-4-yl)-1-methyl-6-oxo-1,6-dihydropyridin-3-yl)-5-chloropicolinamide). Reaction SMILES: [Cl:1][C:2]1[CH:3]=[CH:4][C:5]([C:8]([OH:10])=O)=[N:6][CH:7]=1.[NH2:11][C:12]1[CH:13]=[C:14]([C@:20]2([CH3:31])[CH2:25][C@@H:24]([C:26]([F:29])([F:28])[F:27])[O:23][C:22]([NH2:30])=[N:21]2)[C:15](=[O:19])[N:16]([CH3:18])[CH:17]=1>>[NH2:30][C:22]1[O:23][C@H:24]([C:26]([F:28])([F:29])[F:27])[CH2:25][C@:20]([C:14]2[C:15](=[O:19])[N:16]([CH3:18])[CH:17]=[C:12]([NH:11][C:8](=[O:10])[C:5]3[CH:4]=[CH:3][C:2]([Cl:1])=[CH:7][N:6]=3)[CH:13]=2)([CH3:31])[N:21]=1. Procedure: This step was performed using procedures analogous to those described in Method H Step 2 (Example 66) above, but using 5-chloro-picolinic acid and 5-amino-3-((4S,6S)-2-amino-4-methyl-6-(trifluoromethyl)-5,6-dihydro-4H-1,3-oxazin-4-yl)-1-methylpyridin-2(1H)-one. MS m/z=444.0 [M+H]+. Calculated for C18H17ClF3N5O3: 443.8 The reactants are COC(C1=C(C(=CC=C1)CN1CCCC1)N(C(=O)OC(C)(C)C)S(=O)(=O)C1=CC=C(C=C1)OC)=O (2-[(4-Methoxy-benzenesulfonyl)-(tert-butoxycarbonyl)-amino]-3-(pyrrolidin-1-ylmethyl)-benzoic acid methyl ester), FC(C(=O)O)(F)F (trifluoroacetic acid). The solvent is ClCCl (dichloromethane). Reaction conditions: time 1 hour. Product: COC(C1=C(C(=CC=C1)CN1CCCC1)NS(=O)(=O)C1=CC=C(C=C1)OC)=O (2-(4-Methoxy-benzenesulfonylamino)-3-pyrrolidin-1-ylmethyl-benzoic acid methyl ester). Isolated yield 57.0%. As a reaction SMILES: [CH3:1][O:2][C:3](=[O:35])[C:4]1[CH:9]=[CH:8][CH:7]=[C:6]([CH2:10][N:11]2[CH2:15][CH2:14][CH2:13][CH2:12]2)[C:5]=1[N:16]([S:24]([C:27]1[CH:32]=[CH:31][C:30]([O:33][CH3:34])=[CH:29][CH:28]=1)(=[O:26])=[O:25])C(OC(C)(C)C)=O.FC(F)(F)C(O)=O>ClCCl>[CH3:1][O:2][C:3](=[O:35])[C:4]1[CH:9]=[CH:8][CH:7]=[C:6]([CH2:10][N:11]2[CH2:15][CH2:14][CH2:13][CH2:12]2)[C:5]=1[NH:16][S:24]([C:27]1[CH:28]=[CH:29][C:30]([O:33][CH3:34])=[CH:31][CH:32]=1)(=[O:26])=[O:25]. Procedure details: To a solution of the product of example 316 in 10 mL of dichloromethane was added 10.0 mL of trifluoroacetic acid. The resulting solution was stirred at room temperature for 1 h and then concentrated in vacuo. The resulting residue was diluted with ether washed with saturated sodium bicarbonate solution, dried over Na2SO4, filtered and concentrated in vacuo. The residue was then triturated with ether to provide 0.93 g (57%) of the product as a pale yellow solid. Electrospray Mass Spec: 405.1 (M+... The reactants are C(C1=CC=CC=C1)OC1=CC=C2C(=C(N(C(C2=C1)=O)C)CO)C=1C(=C2CCCOC2=CC1)C (7-Benzyloxy-3-hydroxymethyl-2-methyl-4-(5-methyl-chroman-6-yl)-2H-isoquinolin-1-one), resultant mixture. Reagents/catalysts: [O-2].[O-2].[Mn+4] (manganese dioxide). Run in ClCCl (dichloromethane). The product is C(C1=CC=CC=C1)OC1=CC=C2C(=C(N(C(C2=C1)=O)C)C=O)C=1C(=C2CCCOC2=CC1)C (7-Benzyloxy-2-methyl-4-(5-methyl-chroman-6-yl)-1-oxo-1,2-dihydro-isoquinoline-3-carbaldehyde). Isolated yield 86.1%. As a reaction SMILES: [CH2:1]([O:8][C:9]1[CH:18]=[C:17]2[C:12]([C:13]([C:23]3[C:24]([CH3:33])=[C:25]4[C:30](=[CH:31][CH:32]=3)[O:29][CH2:28][CH2:27][CH2:26]4)=[C:14]([CH2:21][OH:22])[N:15]([CH3:20])[C:16]2=[O:19])=[CH:11][CH:10]=1)[C:2]1[CH:7]=[CH:6][CH:5]=[CH:4][CH:3]=1>ClCCl.[O-2].[O-2].[Mn+4]>[CH2:1]([O:8][C:9]1[CH:18]=[C:17]2[C:12]([C:13]([C:23]3[C:24]([CH3:33])=[C:25]4[C:30](=[CH:31][CH:32]=3)[O:29][CH2:28][CH2:27][CH2:26]4)=[C:14]([CH:21]=[O:22])[N:15]([CH3:20])[C:16]2=[O:19])=[CH:11][CH:10]=1)[C:2]1[CH:3]=[CH:4][CH:5]=[CH:6][CH:7]=1 |f:2.3.4|. Procedure: To a solution of 7-Benzyloxy-3-hydroxymethyl-2-methyl-4-(5-methyl-chroman-6-yl)-2H-isoquinolin-1-one (3.5 g, 7.93 mmol) in dichloromethane (100 ml) was added manganese dioxide (6.89 g, 79.3 mmol). The resultant mixture was stirred at 70° C. under N2 for 2 h. The reaction mixture was filtered and concentrated to dryness to afford the title product (3.0 g, 86%).